describe an organic reaction: reactants, conditions, products, and yield From a dataset of the Open Reaction Database (ORD), a public repository of structured organic reaction records. Reactants: O1CC(=CC2=NC=CC=C21)C(=O)OCC (2H-pyrano[3,2-b]pyridine-3-carboxylic acid, ethyl ester), [NH4+].[Cl-] (NH4Cl), [BH4-].[Na+] (NaBH4). Run in CO (methanol), C1CCOC1 (THF). Reaction conditions: time 5 hour. The product is O1CC(=CC2=NC=CC=C21)CO (2H-pyrano[3,2-b]pyridine-3-methanol). Isolated yield 86.2%. Reaction SMILES: [O:1]1[C:10]2[C:5](=[N:6][CH:7]=[CH:8][CH:9]=2)[CH:4]=[C:3]([C:11](OCC)=[O:12])[CH2:2]1.[BH4-].[Na+].[NH4+].[Cl-]>CO.C1COCC1>[O:1]1[C:10]2[C:5](=[N:6][CH:7]=[CH:8][CH:9]=2)[CH:4]=[C:3]([CH2:11][OH:12])[CH2:2]1 |f:1.2,3.4|. Reported procedure: A solution of intermediate (24) (0.0032 mol) in methanol (dry) (2 ml) and THF (dry) (16 ml) was stirred at 0° C. NaBH4 (0.0128 mol) was added portionwise at 0° C. The reaction mixture was stirred for 5 hours at room temperature. A 10% NH4Cl solution was added and this mixture was extracted with DCM. The separated organic layer was dried, filtered and the solvent evaporated, yielding 0.45 g of 2H-pyrano[3,2-b]pyridine-3-methanol (intermediate 25). The reactants are CC(C)(C)OC(=O)C(C)(C)Oc1ccccc1Oc1ccc(N)cc1, COC(=O)c1cn2ncc(C#N)c(Cl)c2c1C, [K+], [K+], O=C([O-])[O-], CN(C)C=O. Product: COC(=O)c1cn2ncc(C#N)c(Nc3ccc(Oc4ccccc4OC(C)(C)C(=O)OC(C)(C)C)cc3)c2c1C. RXN SMILES: [C:18]([CH3:19])([CH3:20])([CH3:21])[O:22][C:23]([C:24]([CH3:25])([CH3:26])[O:27][c:28]1[c:29]([O:34][c:35]2[cH:36][cH:37][c:38]([NH2:41])[cH:39][cH:40]2)[cH:30][cH:31][cH:32][cH:33]1)=[O:42].[CH3:1][O:2][C:3](=[O:4])[c:5]1[c:6]([CH3:17])[c:7]2[n:8]([n:9][cH:10][c:11]([C:14]#[N:15])[c:12]2[Cl:13])[cH:16]1.[K+:43].[K+:44].[O-:45][C:46]([O-:47])=[O:48].[O:49]=[CH:50][N:51]([CH3:52])[CH3:53]>>[CH3:1][O:2][C:3](=[O:4])[c:5]1[c:6]([CH3:17])[c:7]2[n:8]([n:9][cH:10][c:11]([C:14]#[N:15])[c:12]2[NH:41][c:38]2[cH:37][cH:36][c:35]([O:34][c:29]3[c:28]([O:27][C:24]([C:23]([O:22][C:18]([CH3:19])([CH3:20])[CH3:21])=[O:42])([CH3:25])[CH3:26])[cH:33][cH:32][cH:31][cH:30]3)[cH:40][cH:39]2)[cH:16]1. Starting materials: C(C)(C)[N-]C(C)C.[Li+] (lithium diisopropyl amide), CN1C(N(CCC1)C)=O (1,3-dimethyl-3,4,5,6-tetrahydro-2(1H)-pyrimidinone), C1(CCCCC1)N=C\C=C\C (crotonaldehyde cyclohexylimine), BrCCC=C(C)C (1-bromo-4-methyl-3-pentene). As a reaction SMILES: C([N-][CH:5]([CH3:7])[CH3:6])(C)C.[Li+].CN1CCCN(C)[C:11]1=[O:17].[CH:18]1(N=C/C=C/C)[CH2:23][CH2:22][CH2:21][CH2:20]C1.Br[CH2:30]CC=C(C)C>O1CCCC1>[CH3:30][C:5]([CH3:6])=[CH:7][CH2:18][CH2:23][C:22](=[CH:21][CH3:20])[CH:11]=[O:17] |f:0.1|. Run in O1CCCC1 (tetrahydrofuran), O1CCCC1 (THF), O1CCCC1 (THF). Reaction conditions: time 30 minute. Product: CC(=CCCC(C=O)=CC)C (2-(4-methyl-3-pentenyl)-2-butenal). Reported procedure: To a stirred solution of lithium diisopropyl amide (14.0 mmol) in 10 ml tetrahydrofuran (THF) at -10° under argon was added 1,3-dimethyl-3,4,5,6-tetrahydro-2(1H)-pyrimidinone (DMPU) (1.7 ml, 14.0 mmol), followed after 45 minutes by the dropwise addition of crotonaldehyde cyclohexylimine (1.9 g, 12.7 mmol) in 2 ml THF. After 10 minutes at 0° the solution was cooled to -78° and stirred an additional 30 minutes, upon which time was added 1-bromo-4-methyl-3-pentene (2.49 g., 15.3 mmol) in 1 ml THF. ... Starting materials: C(N)(=O)C=1NC2=CC=C(C=C2C1)OCC1=CC(=CC=C1)NC([C@@H](N)CCC(OC(C)(C)C)=O)=O (2-Carbamoyl-5-[3-(O-tert-butyl-α-glutamylamino)benzyloxy]-1H-indole), Cl (HCl). The solvent is C(Cl)Cl (CH2Cl2), O1CCOCC1 (dioxan). Conditions: time 1 hour. The product is C(N)(=O)C=1NC2=CC=C(C=C2C1)OCC1=CC(=CC=C1)NC([C@@H](N)CCC(O)=O)=O (2-carbamoyl-5-[3-(α-glutamylamino)benzyloxy]-1H-indole). Isolated yield 51.0%. RXN SMILES: [C:1]([C:4]1[NH:5][C:6]2[C:11]([CH:12]=1)=[CH:10][C:9]([O:13][CH2:14][C:15]1[CH:20]=[CH:19][CH:18]=[C:17]([NH:21][C:22](=[O:34])[C@H:23]([CH2:25][CH2:26][C:27](=[O:33])[O:28]C(C)(C)C)[NH2:24])[CH:16]=1)=[CH:8][CH:7]=2)(=[O:3])[NH2:2].Cl>C(Cl)Cl.O1CCOCC1>[C:1]([C:4]1[NH:5][C:6]2[C:11]([CH:12]=1)=[CH:10][C:9]([O:13][CH2:14][C:15]1[CH:20]=[CH:19][CH:18]=[C:17]([NH:21][C:22](=[O:34])[C@H:23]([CH2:25][CH2:26][C:27](=[O:28])[OH:33])[NH2:24])[CH:16]=1)=[CH:8][CH:7]=2)(=[O:3])[NH2:2]. Procedure details: 2-Carbamoyl-5-[3-(O-tert-butyl-α-glutamylamino)benzyloxy]-1H-indole (0.29 g; 0.62 mmol) in solution in CH2Cl2 (2 ml) was treated under argon with HCl (2N) in dioxan (4 ml). The mixture was stirred for one hour, evaporated and the residue was purified on OASIS resin, eluting with H2O/CH3CN 80/20 to give 2-carbamoyl-5-[3-(α-glutamylamino)benzyloxy]-1H-indole. Reactants: O=C1OC2CC3(CC(CC1C3)C2)NC(OC(C)(C)C)=O (tert-butyl (5-oxo-4-oxatricyclo[4.3.1.13,8]undecan-1-yl]carbamate), Cl (HCl). The solvent is O1CCOCC1 (1,4-dioxane), O1CCOCC1 (dioxane). Product: Cl.NC12CC3OC(C(CC(C1)C3)C2)=O (1-amino-4-oxatricyclo[4.3.1.13,8]undecan-5-one hydrochloride), Cl (hydrochloric acid). Reaction SMILES: [O:1]=[C:2]1[CH:10]2[CH2:11][C:6]3([NH:13]C(=O)OC(C)(C)C)[CH2:7][CH:8]([CH2:12][CH:4]([CH2:5]3)[O:3]1)[CH2:9]2.[ClH:21]>O1CCOCC1>[ClH:21].[NH2:13][C:6]12[CH2:11][CH:10]3[CH2:9][CH:8]([CH2:12][CH:4]([O:3][C:2]3=[O:1])[CH2:5]1)[CH2:7]2.[ClH:21] |f:3.4|. Procedure details: To a solution of lactone 13A (0.17 mmol) in 1,4-dioxane (2 mL) was added a solution of 4 N HCl in dioxane (1.0 mL) and the mixture was maintained at rt for 16 h. The reaction mixture was concentrated and the residue was dissolved in water (2 mL). The aqueous layer was washed with EtOAc (3×5 mL) and concentrated to provide amine 13 in 95% yield as a hydrochloric acid salt.